This data is from the Open Reaction Database (ORD), a public repository of structured organic reaction records. The task is: describe an organic reaction: reactants, conditions, products, and yield Starting materials: CC(=O)O, CO, CCC=O, ClCCl, O=C(Nc1cccc(C(=O)C2CCNCC2)n1)c1c(F)cc(F)cc1F. Yields the product CCCN1CCC(C(=O)c2cccc(NC(=O)c3c(F)cc(F)cc3F)n2)CC1. Reaction SMILES: [CH3:31][C:32](=[O:33])[OH:34].[CH3:38][OH:39].[CH:27]([CH2:28][CH3:29])=[O:30].[Cl:35][CH2:36][Cl:37].[F:1][c:2]1[c:3]([C:4](=[O:5])[NH:6][c:7]2[n:8][c:9]([C:13](=[O:14])[CH:15]3[CH2:16][CH2:17][NH:18][CH2:19][CH2:20]3)[cH:10][cH:11][cH:12]2)[c:21]([F:26])[cH:22][c:23]([F:25])[cH:24]1>>[F:1][c:2]1[c:3]([C:4](=[O:5])[NH:6][c:7]2[n:8][c:9]([C:13](=[O:14])[CH:15]3[CH2:16][CH2:17][N:18]([CH2:27][CH2:28][CH3:29])[CH2:19][CH2:20]3)[cH:10][cH:11][cH:12]2)[c:21]([F:26])[cH:22][c:23]([F:25])[cH:24]1.